Dataset: the Open Reaction Database (ORD), a public repository of structured organic reaction records. Task: describe an organic reaction: reactants, conditions, products, and yield Reactants: BrN1C(CCC1=O)=O (N-bromosuccinimide), C(N)(=O)C=1C(=NC(=CN1)OC1=CC(=CC=C1)[N+](=O)[O-])NC1=CC=C(C=C1)N1CCN(CC1)C(=O)OC(C)(C)C (tert-butyl 4-(4-{[3-carbamoyl-6-(3-nitrophenoxy)pyrazin-2-yl]amino}phenyl)piperazine-1-carboxylate), BrN1C(CCC1=O)=O (N-bromosuccinimide). The solvent is C(Cl)(Cl)Cl (chloroform). Run at time 30 minute. The product is BrC1=C(C=CC(=C1)NC1=NC(=CN=C1C(N)=O)OC1=CC(=CC=C1)[N+](=O)[O-])N1CCN(CC1)C(=O)OC(C)(C)C (tert-butyl 4-(2-bromo-4-{[3-carbamoyl-6-(3-nitrophenoxy)pyrazin-2-yl]amino}phenyl)piperazine-1-carboxylate). Isolated yield 59.4%. Reaction SMILES: [C:1]([C:4]1[C:5]([NH:20][C:21]2[CH:26]=[CH:25][C:24]([N:27]3[CH2:32][CH2:31][N:30]([C:33]([O:35][C:36]([CH3:39])([CH3:38])[CH3:37])=[O:34])[CH2:29][CH2:28]3)=[CH:23][CH:22]=2)=[N:6][C:7]([O:10][C:11]2[CH:16]=[CH:15][CH:14]=[C:13]([N+:17]([O-:19])=[O:18])[CH:12]=2)=[CH:8][N:9]=1)(=[O:3])[NH2:2].[Br:40]N1C(=O)CCC1=O>C(Cl)(Cl)Cl>[Br:40][C:23]1[CH:22]=[C:21]([NH:20][C:5]2[C:4]([C:1](=[O:3])[NH2:2])=[N:9][CH:8]=[C:7]([O:10][C:11]3[CH:16]=[CH:15][CH:14]=[C:13]([N+:17]([O-:19])=[O:18])[CH:12]=3)[N:6]=2)[CH:26]=[CH:25][C:24]=1[N:27]1[CH2:28][CH2:29][N:30]([C:33]([O:35][C:36]([CH3:39])([CH3:38])[CH3:37])=[O:34])[CH2:31][CH2:32]1. Reported procedure: To a mixture of tert-butyl 4-(4-{[3-carbamoyl-6-(3-nitrophenoxy)pyrazin-2-yl]amino}phenyl)piperazine-1-carboxylate (1 g) and chloroform (30 mL) was added N-bromosuccinimide (349 mg), followed by stirring at room temperature for 30 minutes. Then, N-bromosuccinimide (100 mg) was added thereto, followed by further stirring at room temperature for 30 minutes. To the reaction mixture was added silica gel, and the solvent was evaporated under reduced pressure and then purified by silica gel column chr... The reactants are C(C1=CC=CC=C1)OC1=C(C=C(C(=C1)OCC1=CC=CC=C1)C1=NN=NN1CCCOC)C1=CC(=CC=C1)C(=O)O (2′,4′-Bis-benzyloxy-5′-[1-(3-methoxy-propyl)-1H-tetrazol-5-yl]-biphenyl-3-carboxylic acid), N1(CCCC1)CCN1CCNCC1 (1-(2-pyrrolidinoethyl)-piperazine). The product is OC1=C(C=C(C(=C1)O)C1=NN=NN1CCCOC)C1=CC(=CC=C1)C(=O)N1CCN(CC1)CCN1CCCC1 ({2′,4′-Dihydroxy-5′-[1-(3-methoxy-propyl)-1H-tetrazol-5-yl]-biphenyl-3-yl}-[4-(2-pyrrolidin-1-yl-ethyl)-piperazin-1-yl]-methanone). Reaction SMILES: C([O:8][C:9]1[CH:14]=[C:13]([O:15]CC2C=CC=CC=2)[C:12]([C:23]2[N:27]([CH2:28][CH2:29][CH2:30][O:31][CH3:32])[N:26]=[N:25][N:24]=2)=[CH:11][C:10]=1[C:33]1[CH:38]=[CH:37][CH:36]=[C:35]([C:39](O)=[O:40])[CH:34]=1)C1C=CC=CC=1.[N:42]1([CH2:47][CH2:48][N:49]2[CH2:54][CH2:53][NH:52][CH2:51][CH2:50]2)[CH2:46][CH2:45][CH2:44][CH2:43]1>>[OH:8][C:9]1[CH:14]=[C:13]([OH:15])[C:12]([C:23]2[N:27]([CH2:28][CH2:29][CH2:30][O:31][CH3:32])[N:26]=[N:25][N:24]=2)=[CH:11][C:10]=1[C:33]1[CH:38]=[CH:37][CH:36]=[C:35]([C:39]([N:52]2[CH2:51][CH2:50][N:49]([CH2:48][CH2:47][N:42]3[CH2:43][CH2:44][CH2:45][CH2:46]3)[CH2:54][CH2:53]2)=[O:40])[CH:34]=1. Reported procedure: This product was synthesized using template 2′,4′-bis-benzyloxy-5′-(1-butyl-1H-tetrazol-5-yl)-biphenyl-3-carboxylic acid (44) and 1-(2-pyrrolidinoethyl)-piperazine as described in general procedure D. LCMS: 536 [M+H]. The reactants are ClCCl, COc1ccc(P2(=S)SP(=S)(c3ccc(OC)cc3)S2)cc1, CCCCCC(C)C, CCCCCC, Cc1ccccc1, CC(=O)O, NC(=O)c1c(F)c(F)c(F)c(F)c1F. Product: NC(=S)c1c(F)c(F)c(F)c(F)c1F. Reaction SMILES: [CH2:62]([Cl:63])[Cl:64].[CH3:15][O:16][c:17]1[cH:18][cH:19][c:20]([P:21]2(=[S:24])[S:22][P:23]([c:25]3[cH:26][cH:27][c:28]([O:29][CH3:30])[cH:31][cH:32]3)(=[S:33])[S:34]2)[cH:35][cH:36]1.[CH3:37][CH2:38][CH2:39][CH2:40][CH2:41][CH:42]([CH3:43])[CH3:44].[CH3:45][CH2:46][CH2:47][CH2:48][CH2:49][CH3:50].[CH3:51][c:52]1[cH:53][cH:54][cH:55][cH:56][cH:57]1.[CH3:58][C:59](=[O:60])[OH:61].[F:1][c:2]1[c:3]([F:14])[c:4]([F:13])[c:5]([F:12])[c:6]([F:11])[c:7]1[C:8](=[O:9])[NH2:10]>>[F:1][c:2]1[c:3]([F:14])[c:4]([F:13])[c:5]([F:12])[c:6]([F:11])[c:7]1[C:8]([NH2:10])=[S:24]. The reactants are C(C)(C)(C)N1CCN(CC1)CC=1C=C(C=CC1)B(O)O (3-(4-tert-Butyl-piperazin-1-ylmethyl)-phenyl boronic acid), C(=O)([O-])[O-].[Na+].[Na+] (Na2CO3), BrC=1C=C(C=NC1)C1=CC(=NC(=C1)NC1CCC1)C1=NC=CC=C1 ((5″-Bromo-[2,2′;4′,3″]terpyridin-6′-yl)-cyclobutyl-amine). The reagents and catalysts are C1=CC=C(C=C1)P([C-]2C=CC=C2)C3=CC=CC=C3.C1=CC=C(C=C1)P([C-]2C=CC=C2)C3=CC=CC=C3.Cl[Pd]Cl.[Fe+2] ([1,1′-Bis(diphenylphosphino)-ferrocene]dichloropalladium (II)). The solvent is COCCOC (DME), C(Cl)Cl (DCM), C(Cl)Cl (DCM). Product: C(C)(C)(C)N1CCN(CC1)CC=1C=C(C=CC1)C=1C=C(C=NC1)C1=CC(=NC(=C1)NC1CCC1)C1=NC=CC=C1 ({5″-[3-(4-tert-Butyl-piperazin-1-ylmethyl)-phenyl]-[2,2′;4′,3″]terpyridin-6′-yl}-cyclobutyl-amine). Reaction SMILES: [C:1]([N:5]1[CH2:10][CH2:9][N:8]([CH2:11][C:12]2[CH:13]=[C:14](B(O)O)[CH:15]=[CH:16][CH:17]=2)[CH2:7][CH2:6]1)([CH3:4])([CH3:3])[CH3:2].C([O-])([O-])=O.[Na+].[Na+].Br[C:28]1[CH:29]=[C:30]([C:34]2[CH:39]=[C:38]([NH:40][CH:41]3[CH2:44][CH2:43][CH2:42]3)[N:37]=[C:36]([C:45]3[CH:50]=[CH:49][CH:48]=[CH:47][N:46]=3)[CH:35]=2)[CH:31]=[N:32][CH:33]=1>COCCOC.C(Cl)Cl.C1C=CC(P(C2C=CC=CC=2)[C-]2C=CC=C2)=CC=1.C1C=CC(P(C2C=CC=CC=2)[C-]2C=CC=C2)=CC=1.Cl[Pd]Cl.[Fe+2]>[C:1]([N:5]1[CH2:10][CH2:9][N:8]([CH2:11][C:12]2[CH:13]=[C:14]([C:28]3[CH:29]=[C:30]([C:34]4[CH:39]=[C:38]([NH:40][CH:41]5[CH2:44][CH2:43][CH2:42]5)[N:37]=[C:36]([C:45]5[CH:50]=[CH:49][CH:48]=[CH:47][N:46]=5)[CH:35]=4)[CH:31]=[N:32][CH:33]=3)[CH:15]=[CH:16][CH:17]=2)[CH2:7][CH2:6]1)([CH3:4])([CH3:3])[CH3:2] |f:1.2.3,7.8.9.10|. Procedure: To a solution of 3-(4-tert-Butyl-piperazin-1-ylmethyl)-phenyl boronic acid (Intermediate B11) (1.5 eq, 0.197 mmol, 54 mg) and 2M Na2CO3 (2.0 eq, 0.262 mmol, 0.13 ml) in DME (1 ml) are added (5″-Bromo-[2,2′;4′,3″]terpyridin-6′-yl)-cyclobutyl-amine (Example 2.152, step1) (1 eq, 0.131 mmol, 50 mg) and [1,1′-Bis(diphenylphosphino)-ferrocene]dichloropalladium (II), complex with DCM (0.1 eq, 0.0131 mmol, 9.6 mg). The reaction mixture is heated using microwave radiation at 90° C. for 3 hours. The react... The reactants are FC(C1=NC(=C(C(=C1C(=O)OCC)Cl)C(=O)OC)C(F)(F)F)(F)F (3-Ethyl 5-methyl 2,6-bis(trifluoromethyl)-4-chloro-3,5-pyridinedicarboxylate), C(=O)([O-])[O-].[K+].[K+] (K2CO3), C(C)S (ethanethiol). Run in CC(=O)C (acetone). Yields the product C(C)SC1=C(C(=NC(=C1C(=O)OC)C(F)(F)F)C(F)(F)F)C(=O)OCC (3-Ethyl 5-methyl 4-ethylthio-2,6-bis(tri fluoromethyl)-3,5-pyridinedicarboxylate). Isolated yield 57.8%. As a reaction SMILES: [F:1][C:2]([F:24])([F:23])[C:3]1[C:8]([C:9]([O:11][CH2:12][CH3:13])=[O:10])=[C:7](Cl)[C:6]([C:15]([O:17][CH3:18])=[O:16])=[C:5]([C:19]([F:22])([F:21])[F:20])[N:4]=1.C([O-])([O-])=O.[K+].[K+].[CH2:31]([SH:33])[CH3:32]>CC(C)=O>[CH2:31]([S:33][C:7]1[C:6]([C:15]([O:17][CH3:18])=[O:16])=[C:5]([C:19]([F:20])([F:21])[F:22])[N:4]=[C:3]([C:2]([F:24])([F:23])[F:1])[C:8]=1[C:9]([O:11][CH2:12][CH3:13])=[O:10])[CH3:32] |f:1.2.3|. Procedure details: This material was pepared as described in Example 11: 3.36 g (0.009 mol) of product of Example 27, 0.86 g (0.006 mol) of K2CO3 and 12 ml (0.180 mol) of ethanethiol in 25 ml of acetone were reacted affording an orange oil which was kugelrohr distilled at 33 Pa, pot temperature 79° to give 2.11 g (58.8%) of product as a clear oil, nD25 1.4507. The reactants are C1(=CC=CC2=CC=CC=C12)CO (1-Naphthylmethanol), C(C)(C)N(CC)C(C)C (diisopropylethylamine), CS(=O)(=O)Cl (methanesulfonyl chloride), C(C)(C)N(CC)C(C)C (diisopropylethylamine), Cl.COC(CN)=O (glycine methyl ester hydrochloride), C(C)(C)N(CC)C(C)C (diisopropylethylamine), Cl (HCl), CS(=O)(=O)Cl (Methanesulfonyl chloride), C(C)(C)N(CC)C(C)C (diisopropylethylamine). Solvent: C(Cl)Cl (CH2Cl2), CN(C)C=O (DMF), CCOC(=O)C (EtOAc). Conditions: temperature 0 celsius, time 30 minute. The product is Cl.COC(CNCC1=CC=CC2=CC=CC=C12)=O ((1-Naphthylmethyl)glycine methyl ester hydrochloride). As a reaction SMILES: [C:1]1([CH2:11]O)[C:10]2[C:5](=[CH:6][CH:7]=[CH:8][CH:9]=2)[CH:4]=[CH:3][CH:2]=1.C(N(C(C)C)CC)(C)C.CS([Cl:26])(=O)=O.Cl.[CH3:28][O:29][C:30](=[O:33])[CH2:31][NH2:32].Cl>C(Cl)Cl.CN(C=O)C.CCOC(C)=O>[ClH:26].[CH3:28][O:29][C:30](=[O:33])[CH2:31][NH:32][CH2:11][C:1]1[C:10]2[C:5](=[CH:6][CH:7]=[CH:8][CH:9]=2)[CH:4]=[CH:3][CH:2]=1 |f:3.4,9.10|. Procedure: 1-Naphthylmethanol (5.0 g, 0.0316 mol) was dissolved in dry CH2Cl2 (30 mL), diisopropylethylamine (6.6 mL, 0.0379 mol) was added, and the solution was cooled to 0° C. in an ice-water bath under Ar. Methanesulfonyl chloride (3.2 mL, 0.0316 mol) was added dropwise. After stirring cold for 30 min, additional diisopropylethylamine (1.6 mL) and methanesulfonyl chloride (0.8 mL) were added, and the reaction mixture was stirred and allowed to warm to 25 ° C. over 2.5 h. This solution was added alternat... Starting materials: [N+](=O)(O)[O-] (Nitric acid), COC1=CC2=C(N=C(S2)C2=NC=CC=C2)C=C1 (6-Methoxy -2-(pyridinyl)benzothiazole), [OH-].[Na+] (NaOH). The solvent is OS(=O)(=O)O (H2SO4). Conditions: time 2 hour. The product is [N+](=O)([O-])C=1C(=CC2=C(N=C(S2)C2=NC=CC=C2)C1)OC (5-Nitro-6-methoxy-2-(2-pyridinyl)benzothiazole). RXN SMILES: [CH3:1][O:2][C:3]1[CH:17]=[CH:16][C:6]2[N:7]=[C:8]([C:10]3[CH:15]=[CH:14][CH:13]=[CH:12][N:11]=3)[S:9][C:5]=2[CH:4]=1.[N+:18]([O-])([OH:20])=[O:19].[OH-].[Na+]>OS(O)(=O)=O>[N+:18]([C:17]1[C:3]([O:2][CH3:1])=[CH:4][C:5]2[S:9][C:8]([C:10]3[CH:15]=[CH:14][CH:13]=[CH:12][N:11]=3)=[N:7][C:6]=2[CH:16]=1)([O-:20])=[O:19] |f:2.3|. Procedure details: 6-Methoxy -2-(pyridinyl)benzothiazole, 30 g, (0.124 mole) is dissolved in 115 cc of concentrated H2SO4 and cooled to 0°. Nitric acid, 7.9 cc (0.124 mole) is added and the solution stirred for 2 hours at room temperature. The reaction mixture is poured on ice and the pH adjusted to 10 with 50% NaOH solution. The precipitate is filtered and dried to yield 11 g of product. The reactants are [Br-], C1CCOC1, C[Mg+], O=Cc1cc(-c2cccc(Cl)c2)on1. Yields the product CC(O)c1cc(-c2cccc(Cl)c2)on1. Reaction SMILES: [Br-:1].[CH2:18]1[O:19][CH2:20][CH2:21][CH2:22]1.[CH3:2][Mg+:3].[Cl:4][c:5]1[cH:6][c:7](-[c:11]2[cH:12][c:13]([CH:16]=[O:17])[n:14][o:15]2)[cH:8][cH:9][cH:10]1>>[CH3:2][CH:16]([c:13]1[cH:12][c:11](-[c:7]2[cH:6][c:5]([Cl:4])[cH:10][cH:9][cH:8]2)[o:15][n:14]1)[OH:17]. Starting materials: ClCCl, S=C=Nc1cccc2[nH]ccc12, NCCN. Yields the product NCCNC(=S)Nc1cccc2[nH]ccc12. Reaction SMILES: [CH2:17]([Cl:18])[Cl:19].[N:5](=[C:6]=[S:7])[c:8]1[c:9]2[cH:10][cH:11][nH:12][c:13]2[cH:14][cH:15][cH:16]1.[NH2:1][CH2:2][CH2:3][NH2:4]>>[NH2:1][CH2:2][CH2:3][NH:4][C:6]([NH:5][c:8]1[c:9]2[cH:10][cH:11][nH:12][c:13]2[cH:14][cH:15][cH:16]1)=[S:7].